From a dataset of the Open Reaction Database (ORD), a public repository of structured organic reaction records. describe an organic reaction: reactants, conditions, products, and yield The reactants are C(=O)(N1C=NC=C1)N1C=NC=C1 (1,1'-carbonyldiimidazole), C(C(=O)O)(=O)O (oxalic acid), C(C)NN(NCC)CC (N,N-diethylaminoethylamine), C1(=CC=CC=C1)SC1CCNCCC1 (4-(phenylthio)homopiperidine). The product is C(C(=O)O)(=O)O.C(C)N(CCNC(=O)N1CCC(CCC1)SC1=CC=CC=C1)CC (N-[2-(Diethylamino)ethyl]-4-(phenylthio)-1-homopiperidinecarboxamide Oxalate). Reaction SMILES: [C:1]([N:8]1[CH:12]=[CH:11][N:10]=[CH:9]1)([N:3]1[CH:7]=[CH:6]N=[CH:4]1)=[O:2].[CH2:13](NN(CC)NCC)[CH3:14].[C:22]1([S:28][CH:29]2CCCN[CH2:31][CH2:30]2)[CH:27]=[CH:26][CH:25]=[CH:24][CH:23]=1.[C:36]([OH:41])(=[O:40])[C:37]([OH:39])=[O:38]>>[C:36]([OH:41])(=[O:40])[C:37]([OH:39])=[O:38].[CH2:13]([N:10]([CH2:9][CH3:36])[CH2:11][CH2:12][NH:8][C:1]([N:3]1[CH2:4][CH2:31][CH2:30][CH:29]([S:28][C:22]2[CH:23]=[CH:24][CH:25]=[CH:26][CH:27]=2)[CH2:6][CH2:7]1)=[O:2])[CH3:14] |f:4.5|. Reported procedure: Following the procedure of Example 16, 1,1'-carbonyldiimidazole, N,N-diethylaminoethylamine and 4-(phenylthio)homopiperidine and oxalic acid are reacted to give the title compound. Yields the product Cc1ccc(S(=O)(=O)n2ccc3c(Nc4cccc(F)c4C(=O)O)nc(Cl)nc32)cc1. The reactants are CCOC(C)=O, CC(C)O, CCN(C(C)C)C(C)C, Cc1ccc(S(=O)(=O)n2ccc3c(Cl)nc(Cl)nc32)cc1, Nc1cccc(F)c1C(=O)O. RXN SMILES: [CH3:46][CH2:47][O:48][C:49]([CH3:50])=[O:51].[CH:33]([OH:34])([CH3:35])[CH3:36].[CH:37]([N:38]([CH2:39][CH3:40])[CH:41]([CH3:42])[CH3:43])([CH3:44])[CH3:45].[Cl:1][c:2]1[n:3][c:4]([Cl:21])[c:5]2[c:6]([n:7]1)[n:8]([S:11](=[O:12])(=[O:13])[c:14]1[cH:15][cH:16][c:17]([CH3:20])[cH:18][cH:19]1)[cH:9][cH:10]2.[NH2:22][c:23]1[c:24]([C:25](=[O:26])[OH:27])[c:28]([F:32])[cH:29][cH:30][cH:31]1>>[Cl:1][c:2]1[n:3][c:4]([NH:22][c:23]2[c:24]([C:25](=[O:26])[OH:27])[c:28]([F:32])[cH:29][cH:30][cH:31]2)[c:5]2[c:6]([n:7]1)[n:8]([S:11](=[O:12])(=[O:13])[c:14]1[cH:15][cH:16][c:17]([CH3:20])[cH:18][cH:19]1)[cH:9][cH:10]2. Starting materials: CC1=C(C=CC(=C1)C)B(O)O (2,4-dimethylphenylboronic acid), CC(C)(C)[O-].[K+] (KOtBu), BrC=1N=C2N(C(=CC=C2)N(CCC)CCC)C1 (2-Bromo-N,N-dipropylimidazo[1,2-a]pyridin-5-amine). The reagents and catalysts are C=1C=CC(=CC1)[P](C=2C=CC=CC2)(C=3C=CC=CC3)[Pd]([P](C=4C=CC=CC4)(C=5C=CC=CC5)C=6C=CC=CC6)([P](C=7C=CC=CC7)(C=8C=CC=CC8)C=9C=CC=CC9)[P](C=1C=CC=CC1)(C=1C=CC=CC1)C=1C=CC=CC1 (Pd(PPh3)4). The solvent is COCCOC (DME), CC(C)(C)O (tBuOH), COCCOC (1,2-dimethoxyethane). Reaction conditions: temperature 50 celsius, time 15 minute. Product: CC1=C(C=CC(=C1)C)C=1N=C2N(C(=CC=C2)N(CCC)CCC)C1 (2-(2,4-Dimethylphenyl)-N,N-dipropylimidazo[1,2-a]pyridin-5-amine). The yield is 1.7%. Reaction SMILES: Br[C:2]1[N:3]=[C:4]2[CH:9]=[CH:8][CH:7]=[C:6]([N:10]([CH2:14][CH2:15][CH3:16])[CH2:11][CH2:12][CH3:13])[N:5]2[CH:17]=1.[CH3:18][C:19]1[CH:24]=[C:23]([CH3:25])[CH:22]=[CH:21][C:20]=1B(O)O.CC([O-])(C)C.[K+]>COCCOC.CC(O)(C)C.C1C=CC([P]([Pd]([P](C2C=CC=CC=2)(C2C=CC=CC=2)C2C=CC=CC=2)([P](C2C=CC=CC=2)(C2C=CC=CC=2)C2C=CC=CC=2)[P](C2C=CC=CC=2)(C2C=CC=CC=2)C2C=CC=CC=2)(C2C=CC=CC=2)C2C=CC=CC=2)=CC=1>[CH3:18][C:19]1[CH:24]=[C:23]([CH3:25])[CH:22]=[CH:21][C:20]=1[C:2]1[N:3]=[C:4]2[CH:9]=[CH:8][CH:7]=[C:6]([N:10]([CH2:14][CH2:15][CH3:16])[CH2:11][CH2:12][CH3:13])[N:5]2[CH:17]=1 |f:2.3,^1:49,51,70,89|. Procedure: 2-Bromo-N,N-dipropylimidazo[1,2-a]pyridin-5-amine (prepared in example 61) (0.17 g, 0.57 mmol) was dissolved in 1,2-dimethoxyethane (DME) (1.5 mL). Pd(PPh3)4 (0.033 g, 0.028 mmol) was added and the reaction was stirred at 50° C. for 15 minutes. The solution was cooled and 2,4-dimethylphenylboronic acid (0.103 g, 0.69 mmol) in DME (1 mL) was added to the reaction mixture. KOtBu (0.128 g, 1.14 mmol) in tBuOH (1 mL) was also added to the reaction. The reaction was heated to 100° C. for 1 hr. The so... Reactants: C(C1=CC=CC=C1)OC1=CC=C(C=C1)C1=CC(=NN1C1CCCCC1)/C=C/C(=O)OC (Methyl (2E)-3-{5-[4-(benzyloxy)phenyl]-1-cyclohexyl-1H-pyrazol -3-yl}-2-propenoate), solution, B(Cl)(Cl)Cl (BCl3). Run in C(Cl)Cl (CH2Cl2), C(Cl)Cl (CH2Cl2). Reaction conditions: time 30 minute. Yields the product C1(CCCCC1)N1N=C(C=C1C1=CC=C(C=C1)O)/C=C/C(=O)OC (Methyl (2E)-3-[1-cyclohexyl-5-(4-hydroxyphenyl)-1H-pyrazol-3-yl]-2-propenoate). The yield is 122.6%. RXN SMILES: C([O:8][C:9]1[CH:14]=[CH:13][C:12]([C:15]2[N:19]([CH:20]3[CH2:25][CH2:24][CH2:23][CH2:22][CH2:21]3)[N:18]=[C:17](/[CH:26]=[CH:27]/[C:28]([O:30][CH3:31])=[O:29])[CH:16]=2)=[CH:11][CH:10]=1)C1C=CC=CC=1.B(Cl)(Cl)Cl>C(Cl)Cl>[CH:20]1([N:19]2[C:15]([C:12]3[CH:11]=[CH:10][C:9]([OH:8])=[CH:14][CH:13]=3)=[CH:16][C:17](/[CH:26]=[CH:27]/[C:28]([O:30][CH3:31])=[O:29])=[N:18]2)[CH2:21][CH2:22][CH2:23][CH2:24][CH2:25]1. Procedure: To a solution of ester 2.3 (50 mg, 0.120 mmol) in CH2Cl2 (2 ml) at −50° C. was added a 1M solution of BCl3 in CH2Cl2 (600 μl 0.60 mmol), and the mixture was stirred for 30 min at that temperature before being quenched with MeOH, diluted with EtOAc, washed with H2O, saturated NaHCO3 (2×), brine, and dried (Na2SO4). After concentration, the residue was combined with another 0.024 mmol batch for purification by SiO2 chromatography (30% EtOAc/hexanes) to afford 48 mg (100%) of phenol 3.1. MS (ESI) 3... The reactants are CO (Methanol), C1(=CC=CC=C1)P(C1=CC=CC=C1)C1=CC=CC=C1 (triphenylphosphine), N(=NC(=O)OC(C)C)C(=O)OC(C)C (diisopropyl azodicarboxylate), FC(OC1=CC=C(CNC(=O)[C@@H]2N(CCN(C2)C=2SC3=C(C(NN=C3)=O)N2)S(=O)(=O)C2=CC=C(C=C2)C(F)(F)F)C=C1)(F)F ((R)-4-(4-oxo-4,5-dihydro-thiazolo[4,5-d]pyridazin-2-yl)-1-(4-trifluoromethyl-benzenesulfonyl)-piperazine-2-carboxylic acid 4-trifluoromethoxy-benzylamide), CO (methanol), C1(=CC=CC=C1)P(C1=CC=CC=C1)C1=CC=CC=C1 (triphenylphosphine), N(=NC(=O)OC(C)C)C(=O)OC(C)C (diisopropyl azodicarboxylate). Reaction SMILES: [F:1][C:2]([F:44])([F:43])[O:3][C:4]1[CH:42]=[CH:41][C:7]([CH2:8][NH:9][C:10]([C@H:12]2[CH2:17][N:16]([C:18]3[S:19][C:20]4[CH:25]=[N:24][NH:23][C:22](=[O:26])[C:21]=4[N:27]=3)[CH2:15][CH2:14][N:13]2[S:28]([C:31]2[CH:36]=[CH:35][C:34]([C:37]([F:40])([F:39])[F:38])=[CH:33][CH:32]=2)(=[O:30])=[O:29])=[O:11])=[CH:6][CH:5]=1.CO.[C:47]1(P(C2C=CC=CC=2)C2C=CC=CC=2)C=CC=CC=1.N(C(OC(C)C)=O)=NC(OC(C)C)=O>C1COCC1>[F:44][C:2]([F:1])([F:43])[O:3][C:4]1[CH:42]=[CH:41][C:7]([CH2:8][NH:9][C:10]([C@H:12]2[CH2:17][N:16]([C:18]3[S:19][C:20]4[CH:25]=[N:24][N:23]([CH3:47])[C:22](=[O:26])[C:21]=4[N:27]=3)[CH2:15][CH2:14][N:13]2[S:28]([C:31]2[CH:36]=[CH:35][C:34]([C:37]([F:38])([F:39])[F:40])=[CH:33][CH:32]=2)(=[O:30])=[O:29])=[O:11])=[CH:6][CH:5]=1. Yield: 71.0%. Procedure details: To a solution of the compound (40 mg) obtained in Step 6 in THF (0.8 ml) were added methanol (3.7 μl), triphenylphosphine (24 mg) and diisopropyl azodicarboxylate (18 μl) with stirring under ice-cooling, and the mixture was stirred overnight at room temperature. Methanol (1.2 μl), triphenylphosphine (8 mg) and diisopropyl azodicarboxylate (6 μl) was added at room temperature, and the mixture was stirred for 3 hr. The reaction mixture was concentrated under reduced pressure, and the residue was p... Product: FC(OC1=CC=C(CNC(=O)[C@@H]2N(CCN(C2)C=2SC3=C(C(N(N=C3)C)=O)N2)S(=O)(=O)C2=CC=C(C=C2)C(F)(F)F)C=C1)(F)F ((R)-4-(5-methyl-4-oxo-4,5-dihydro-thiazolo[4,5-d]pyridazin-2-yl)-1-(4-trifluoromethyl-benzenesulfonyl)-piperazine-2-carboxylic acid 4-trifluoromethoxy-benzylamide). Run in C1CCOC1 (THF). Reactants: Cl.NCCC1=CNC2=CC=CC=C12 (tryptamine-HCl), C(C1=CC=CC=C1)=O (benzaldehyde), C(=O)(C(F)(F)F)O (TFA), N#N (N2). The solvent is CCO (EtOH), C(Cl)(Cl)Cl (CHCl3). Reaction conditions: time 18 hour. Yields the product C1(=CC=CC=C1)C1NCCC=2C3=CC=CC=C3NC12 (1-phenyl-2,3,4,9-tetrahydro-1H-beta-carboline). Isolated yield 15.1%. RXN SMILES: Cl.[NH2:2][CH2:3][CH2:4][C:5]1[C:13]2[C:8](=[CH:9][CH:10]=[CH:11][CH:12]=2)[NH:7][CH:6]=1.[CH:14](=O)[C:15]1[CH:20]=[CH:19][CH:18]=[CH:17][CH:16]=1.C(O)(C(F)(F)F)=O.N#N>CCO.C(Cl)(Cl)Cl>[C:15]1([CH:14]2[C:6]3[NH:7][C:8]4[C:13](=[CH:12][CH:11]=[CH:10][CH:9]=4)[C:5]=3[CH2:4][CH2:3][NH:2]2)[CH:20]=[CH:19][CH:18]=[CH:17][CH:16]=1 |f:0.1|. Procedure details: 1-Phenyl-2,3,4,9-tetrahydro-1H-beta-carboline was prepared by the addition of tryptamine-HCl (500 mg, 2.54 mmol), CHCl3 (20 mL), absolute EtOH (16 mL), benzaldehyde (520 μL, 5.08 mmol), and TFA (1.9 mL, 25.4 mmol) to a N2 purged 50 mL flask. The reaction solution was allowed to stir at ambient temperature for 18 hours and then at 60° C. for 4 hours. The solution was concentrated under reduced pressure, and the crude material was chromatographed (SiO2, 100% hexane to 25% EtOAc) to yield 95 mg of ... The reactants are O=C(O)c1cc(Cl)cc(I)c1Cl, Cl, [Cu+2], [Na+], [OH-], O, O, O, O, O, O, O=S(=O)([O-])[O-]. Reaction SMILES: [Cl:3][c:4]1[c:5]([C:6](=[O:7])[OH:8])[cH:9][c:10]([Cl:14])[cH:11][c:12]1[I:13].[ClH:15].[Cu+2:26].[Na+:2].[OH-:1].[OH2:16].[OH2:17].[OH2:18].[OH2:19].[OH2:20].[OH2:27].[S:21]([O-:22])([O-:23])(=[O:24])=[O:25]>>[OH:1][c:12]1[c:4]([Cl:3])[c:5]([C:6](=[O:7])[OH:8])[cH:9][c:10]([Cl:14])[cH:11]1. Product: O=C(O)c1cc(Cl)cc(O)c1Cl.